From a dataset of the Open Reaction Database (ORD), a public repository of structured organic reaction records. describe an organic reaction: reactants, conditions, products, and yield Yields the product C(\C=C/CCCCCCCCC)O (cis-2-Dodecen-1-ol). The reagents and catalysts are catalyst. Procedure details: cis-2-Dodecen-1-ol was prepared as described above for cis-2-decen-1-ol except that 35 g of 2-dodecyn-1-ol, 1.0 g of catalyst, and 3.0 ml of quinoline was used. A clear oil, 33.86 g, was obtained after kugelrohr distillation. 1H NMR δ5.57 (m, 2), 4.19 (d, 2, J=5 Hz), 2.07 (dd, 2, J=6, 12 Hz), 1.5-1.2 (m, 14), 0.88 (t, 3, J=7 HZ). As a reaction SMILES: C(O)/C=C\CCCCCCC.[CH2:12]([OH:24])[C:13]#[C:14][CH2:15][CH2:16][CH2:17][CH2:18][CH2:19][CH2:20][CH2:21][CH2:22][CH3:23].N1C2C(=CC=CC=2)C=CC=1>>[CH2:12]([OH:24])/[CH:13]=[CH:14]\[CH2:15][CH2:16][CH2:17][CH2:18][CH2:19][CH2:20][CH2:21][CH2:22][CH3:23]. The reactants are C(\C=C/CCCCCCC)O (cis-2-decen-1-ol), C(C#CCCCCCCCCC)O (2-dodecyn-1-ol), N1=CC=CC2=CC=CC=C12 (quinoline).